Task: describe an organic reaction: reactants, conditions, products, and yield. Dataset: the Open Reaction Database (ORD), a public repository of structured organic reaction records Reactants: NC1=NC(=CC(=N1)N1C[C@H](CCC1)C(=O)NCC1=CC=CC=C1)C1=CC(=C(C=C1)C#N)F ((3S)-1-[2-amino-6-(4-cyano-3-fluorophenyl)-4-pyrimidinyl]-N-(phenylmethyl)-3-piperidinecarboxamide), CCN(C(C)C)C(C)C (Hunig's base), NN (hydrazine). Solvent: CCO (EtOH). Conditions: temperature 150 celsius. The product is NC1=NC(=CC(=N1)N1C[C@H](CCC1)C(=O)NCC1=CC=NC=C1)C1=CC=C2C(=NNC2=C1)N ((3S)-1-[2-Amino-6-(3-amino-1H-indazol-6-yl)-4-pyrimidinyl]-N-(4-pyridinylmethyl)-3-piperidinecarboxamide). Yield: 47.1%. RXN SMILES: [NH2:1][C:2]1[N:7]=[C:6]([N:8]2[CH2:13][CH2:12][CH2:11][C@H:10]([C:14]([NH:16][CH2:17][C:18]3[CH:23]=[CH:22]C=[CH:20][CH:19]=3)=[O:15])[CH2:9]2)[CH:5]=[C:4]([C:24]2[CH:29]=[CH:28][C:27]([C:30]#[N:31])=[C:26](F)[CH:25]=2)[N:3]=1.CC[N:35](C(C)C)C(C)C.[NH2:42][NH2:43]>CCO>[NH2:1][C:2]1[N:7]=[C:6]([N:8]2[CH2:13][CH2:12][CH2:11][C@H:10]([C:14]([NH:16][CH2:17][C:18]3[CH:19]=[CH:20][N:35]=[CH:22][CH:23]=3)=[O:15])[CH2:9]2)[CH:5]=[C:4]([C:24]2[CH:25]=[C:26]3[C:27]([C:30]([NH2:31])=[N:42][NH:43]3)=[CH:28][CH:29]=2)[N:3]=1. Reported procedure: Into a microwave tube, (3S)-1-[2-amino-6-(4-cyano-3-fluorophenyl)-4-pyrimidinyl]-N-(phenylmethyl)-3-piperidinecarboxamide (190 mg, 0.440 mmol), 3 mL of EtOH, Hunig's base (0.31 mL, 1.76 mmol), and hydrazine anhydrous (0.083 mL, 2.64 mmol) were added, and the yellow mixture was heated at 150° C. for 180 minutes under microwave conditions. The solution turned black. LCMS showed mainly product. The black solids were filtered and the yellow filtrate was evaporated. The yellow residue was sonicated i... Reactants: CNC=1C=NC=CC1C1=C(C=CC=C1)C (N-methyl-4-o-tolylpyridin-3-amine), CN(S(=O)(=O)C=1C=C(C(=O)O)C=C(C1)C(F)(F)F)C (3-[(dimethylamino)sulfonyl]-5-(trifluoromethyl)benzoic acid). Yields the product CN(S(=O)(=O)C=1C=C(C(=O)N(C=2C=NC=CC2C2=C(C=CC=C2)C)C)C=C(C1)C(F)(F)F)C (3-Dimethylsulfamoyl-N-methyl-N-(4-o-tolyl-pyridin-3-yl)-5-trifluoromethyl-benzamide). RXN SMILES: [CH3:1][NH:2][C:3]1[CH:4]=[N:5][CH:6]=[CH:7][C:8]=1[C:9]1[CH:14]=[CH:13][CH:12]=[CH:11][C:10]=1[CH3:15].[CH3:16][N:17]([CH3:34])[S:18]([C:21]1[CH:22]=[C:23]([CH:27]=[C:28]([C:30]([F:33])([F:32])[F:31])[CH:29]=1)[C:24]([OH:26])=O)(=[O:20])=[O:19]>>[CH3:34][N:17]([CH3:16])[S:18]([C:21]1[CH:22]=[C:23]([CH:27]=[C:28]([C:30]([F:33])([F:32])[F:31])[CH:29]=1)[C:24]([N:2]([CH3:1])[C:3]1[CH:4]=[N:5][CH:6]=[CH:7][C:8]=1[C:9]1[CH:14]=[CH:13][CH:12]=[CH:11][C:10]=1[CH3:15])=[O:26])(=[O:19])=[O:20]. Reported procedure: The title compound was prepared in analogy to example 90, from N-methyl-4-o-tolylpyridin-3-amine (example 1, intermediate a) and 3-[(dimethylamino)sulfonyl]-5-(trifluoromethyl)benzoic acid (Butt Park Ltd.). The product was purified a second time using preparative HPLC (Phenomenex Gemini® column) and a gradient of acetonitrile:water (containing 0.05% formic acid) (10:90 to 98:2). Light brown foam (20%). MS (ESI): m/z=478.1 [M+H]+. The reactants are CC(C)(C)C(=O)Nc1ccc2c(c1)CCc1ccsc1C2=O, CCO, Cl. The product is Nc1ccc2c(c1)CCc1ccsc1C2=O. As a reaction SMILES: [CH3:1][C:2]([CH3:3])([CH3:4])[C:21]([NH:5][c:6]1[cH:7][cH:8][c:9]2[c:10]([cH:20]1)[CH2:11][CH2:12][c:13]1[c:14]([s:15][cH:16][cH:17]1)[C:18]2=[O:19])=[O:22].[CH3:24][CH2:25][OH:26].[ClH:23]>>[NH2:5][c:6]1[cH:7][cH:8][c:9]2[c:10]([cH:20]1)[CH2:11][CH2:12][c:13]1[c:14]([s:15][cH:16][cH:17]1)[C:18]2=[O:19]. Conditions: time 2 hour. Run in CC#N (MeCN). Reaction SMILES: C([O-])([O-])=O.[K+].[K+].Br.Br[CH2:9][C:10]1[CH:15]=[CH:14][CH:13]=[CH:12][N:11]=1.[CH3:16][C:17]1[N:21]2[C:22]3[CH:28]=[C:27]([CH3:29])[NH:26][C:23]=3[CH:24]=[CH:25][C:20]2=[N:19][N:18]=1.CN(C=O)C>CC#N>[CH3:16][C:17]1[N:21]2[C:22]3[CH:28]=[C:27]([CH3:29])[N:26]([CH2:9][C:10]4[CH:15]=[CH:14][CH:13]=[CH:12][N:11]=4)[C:23]=3[CH:24]=[CH:25][C:20]2=[N:19][N:18]=1 |f:0.1.2,3.4|. The product is CC1=NN=C2N1C1=C(C=C2)N(C(=C1)C)CC1=NC=CC=C1 (1,7-dimethyl-6-(pyridin-2-ylmethyl)-6H-pyrrolo[2,3-e][1,2,4]-triazolo[4,3-a]pyridine). The yield is 29.2%. Procedure: K2CO3 (44 mg, 0.32 mmol) and 2-(bromomethyl)pyridine hydrobromide (0.027 g, 0.11 mmol, Aldrich) were added to a solution of 1,7-dimethyl-6H-pyrrolo[2,3-e][1,2,4]triazolo[4,3-a]pyridine (20. mg, 0.11 mmol) in DMF (3.0 mL, 39 mmol). After stirring at room temperature for 2 hours, the reaction was heated to 50° C. for 35 minutes. The reaction mixture was diluted with MeCN, filtered and purified by preparative HPLC-MS (Waters XBridge C18, eluting with a gradient of MeCN/H2O containing 0.15% NH4OH) t... The reactants are C(=O)([O-])[O-].[K+].[K+] (K2CO3), Br.BrCC1=NC=CC=C1 (2-(bromomethyl)pyridine hydrobromide), CC1=NN=C2N1C1=C(C=C2)NC(=C1)C (1,7-dimethyl-6H-pyrrolo[2,3-e][1,2,4]triazolo[4,3-a]pyridine), CN(C)C=O (DMF). Yields the product NC1C=C(CC1)CP(OC(C)C)=O ((±)-Isopropyl (3-aminocyclopentenyl)methylphosphinate). Starting materials: OC1C=C(CC1)CP(OC(C)C)=O (Isopropyl (3-hydroxycyclopentenyl)methylphosphinate), CCOC(=O)/N=N/C(=O)OCC (DEAD), N=[N+]=[N-] (HN3), solution, C1(=CC=CC=C1)P(C1=CC=CC=C1)C1=CC=CC=C1 (triphenylphosphine). Solvent: O (water), C1=CC=CC=C1 (benzene), C1CCOC1 (THF). RXN SMILES: O[CH:2]1[CH2:6][CH2:5][C:4]([CH2:7][PH:8](=[O:13])[O:9][CH:10]([CH3:12])[CH3:11])=[CH:3]1.CCOC(/[N:19]=N/C(OCC)=O)=O.N=[N+]=[N-].C1(P(C2C=CC=CC=2)C2C=CC=CC=2)C=CC=CC=1>C1C=CC=CC=1.C1COCC1.O>[NH2:19][CH:2]1[CH2:6][CH2:5][C:4]([CH2:7][PH:8](=[O:13])[O:9][CH:10]([CH3:12])[CH3:11])=[CH:3]1. Isolated yield 68.7%. Reaction conditions: time 12 hour. Procedure details: To a solution of (±)-isopropyl (3-hydroxycyclopentenyl)methylphosphinate (3) (2.5 g, 12.25 mmol), DEAD (4.0 cm3,26.95 mmol) and HN3 (12.9 cm3 of a 1.9 M solution in benzene) in anhydrous THF (100 cm3) at 0° C. was added triphenylphosphine (12.8 g, 49 mmol) in small portions over a period of 1 h. The reaction mixture was allowed to warm to room temperature and stirring continued for 12 h. The reaction mixture was then heated to 50° C. for 3 h after which time water (2 cm3) was added and heating c...